The task is: describe an organic reaction: reactants, conditions, products, and yield. This data is from the Open Reaction Database (ORD), a public repository of structured organic reaction records. The solvent is C1CCOC1 (THF), C1CCOC1 (THF). The product is BrC1=CC=C(C=C1)C(CC1=CC(=C(C=C1)O)F)=O (1-(4-bromo-phenyl)-2-(3-fluoro-4-hydroxy-phenyl)-ethanone). Reaction conditions: temperature -78 celsius, time 2 hour. Procedure details: A solution of 45 ml of n-butyllithium (1.6M in hexane) is added dropwise to a suspension, cooled to -78° C., of 18.2 g of 1,4-dibromobenzene in 140 ml of THF. Then, 10 g of N-methoxy-N-methyl-2-(3-fluoro-4-trimethylsilanyloxy-phenyl)-acetamide (paragraph Bb)) in 35 ml of THF are added dropwise at -78° C. The reaction mixture is stirred at -78° C. for 2 hours, then left to stand at room temperature for 1 hour while stirring. After dilution with ethyl acetate, the mixture is washed with 10% aqueou... As a reaction SMILES: C([Li])CCC.Br[C:7]1[CH:12]=[CH:11][C:10]([Br:13])=[CH:9][CH:8]=1.CON(C)[C:17](=[O:31])[CH2:18][C:19]1[CH:24]=[CH:23][C:22]([O:25][Si](C)(C)C)=[C:21]([F:30])[CH:20]=1>C1COCC1>[Br:13][C:10]1[CH:11]=[CH:12][C:7]([C:17](=[O:31])[CH2:18][C:19]2[CH:24]=[CH:23][C:22]([OH:25])=[C:21]([F:30])[CH:20]=2)=[CH:8][CH:9]=1. Isolated yield 84.9%. Starting materials: C(CCC)[Li] (n-butyllithium), CON(C(CC1=CC(=C(C=C1)O[Si](C)(C)C)F)=O)C (N-methoxy-N-methyl-2-(3-fluoro-4-trimethylsilanyloxy-phenyl)-acetamide), BrC1=CC=C(C=C1)Br (1,4-dibromobenzene).